This data is from the Open Reaction Database (ORD), a public repository of structured organic reaction records. The task is: describe an organic reaction: reactants, conditions, products, and yield Starting materials: C[O-].[Na+] (Sodium methoxide), C1(=O)OCC2=CC=CC=C12 (phthalide), [N+](=O)([O-])C=1C=C(C=O)C=CC1 (3-nitrobenzaldehyde), C(CC)(=O)OCC (ethyl propionate). Procedure: Sodium methoxide solution (27% in methanol, 400 g, 2 mol) was added over 40 minutes at 20–30° C. to a stirred mixture of phthalide (67 g, 0.5 mol), 3-nitrobenzaldehyde (75.5 g, 0.5 mol), ethyl propionate (250 ml) and methanol (150 ml). The mixture was stirred at ambient temperature for 15 minutes then it was heated under reflux for 2.5 hours, cooled to ambient temperature and poured into water (2300 ml). The aqueous mixture was washed with ether (5×500 ml) then acetic acid (60 ml) was added. The... Yields the product [N+](=O)([O-])C=1C=C(C=CC1)C1C(C2=CC=CC=C2C1=O)=O (2-(3-nitrophenyl)indan-1,3-dione). Run at time 15 minute. Reaction SMILES: C[O-].[Na+].[C:4]1([C:13]2[C:8](=[CH:9][CH:10]=[CH:11][CH:12]=2)[CH2:7][O:6]1)=[O:5].[N+:14]([C:17]1[CH:18]=[C:19]([CH:22]=[CH:23][CH:24]=1)[CH:20]=O)([O-:16])=[O:15].C(OCC)(=O)CC>O.CO>[N+:14]([C:17]1[CH:18]=[C:19]([CH:20]2[C:4](=[O:5])[C:13]3[C:8](=[CH:9][CH:10]=[CH:11][CH:12]=3)[C:7]2=[O:6])[CH:22]=[CH:23][CH:24]=1)([O-:16])=[O:15] |f:0.1|. The solvent is CO (methanol), O (water). Isolated yield 65.8%. Starting materials: Cc1cc(C(=O)N2Cc3cnn(C)c3Nc3ccccc32)ccc1CCC(=O)N1CCN(C(=O)OC(C)(C)C)CC1, CO, Cl, C1COCCO1. Product: Cc1cc(C(=O)N2Cc3cnn(C)c3Nc3ccccc32)ccc1CCC(=O)N1CCNCC1. RXN SMILES: [C:1]([O:2][C:3](=[O:4])[N:8]1[CH2:9][CH2:10][N:11]([C:14]([CH2:15][CH2:16][c:17]2[c:18]([CH3:40])[cH:19][c:20]([C:23](=[O:24])[N:25]3[c:26]4[c:27]([cH:36][cH:37][cH:38][cH:39]4)[NH:28][c:29]4[n:30]([CH3:35])[n:31][cH:32][c:33]4[CH2:34]3)[cH:21][cH:22]2)=[O:41])[CH2:12][CH2:13]1)([CH3:5])([CH3:6])[CH3:7].[CH3:49][OH:50].[ClH:42].[O:43]1[CH2:44][CH2:45][O:46][CH2:47][CH2:48]1>>[NH:8]1[CH2:9][CH2:10][N:11]([C:14]([CH2:15][CH2:16][c:17]2[c:18]([CH3:40])[cH:19][c:20]([C:23](=[O:24])[N:25]3[c:26]4[c:27]([cH:36][cH:37][cH:38][cH:39]4)[NH:28][c:29]4[n:30]([CH3:35])[n:31][cH:32][c:33]4[CH2:34]3)[cH:21][cH:22]2)=[O:41])[CH2:12][CH2:13]1. Reactants: C(C)(C)(C)OC(=O)N1[C@@H](C[C@](C1)(CN1CCOCC1)O)C(NCC1=C(C(=CC=C1)Cl)F)=O ((2S,4R)-2-(3-chloro-2-fluoro-benzylcarbamoyl)-4-hydroxy-4-morpholin-4-ylmethyl-pyrrolidine-1-carboxylic acid tert-butyl ester), CCN(CC)S(F)(F)F (DAST), C(=O)(O)[O-].[Na+] (NaHCO3). Solvent: C(Cl)Cl (CH2Cl2). Run at time 1.5 hour. Yields the product C(C)(C)(C)OC(=O)N1[C@@H](C[C@@](C1)(CN1CCOCC1)F)C(NCC1=C(C(=CC=C1)Cl)F)=O ((2S,4S)-2-(3-Chloro-2-fluoro-benzylcarbamoyl)-4-fluoro-4-morpholin-4-ylmethyl pyrrolidine-1-carboxylic acid tert-butyl ester). RXN SMILES: [C:1]([O:5][C:6]([N:8]1[CH2:12][C@:11](O)([CH2:13][N:14]2[CH2:19][CH2:18][O:17][CH2:16][CH2:15]2)[CH2:10][C@H:9]1[C:21](=[O:32])[NH:22][CH2:23][C:24]1[CH:29]=[CH:28][CH:27]=[C:26]([Cl:30])[C:25]=1[F:31])=[O:7])([CH3:4])([CH3:3])[CH3:2].CCN(S(F)(F)[F:39])CC.C([O-])(O)=O.[Na+]>C(Cl)Cl>[C:1]([O:5][C:6]([N:8]1[CH2:12][C@@:11]([F:39])([CH2:13][N:14]2[CH2:19][CH2:18][O:17][CH2:16][CH2:15]2)[CH2:10][C@H:9]1[C:21](=[O:32])[NH:22][CH2:23][C:24]1[CH:29]=[CH:28][CH:27]=[C:26]([Cl:30])[C:25]=1[F:31])=[O:7])([CH3:4])([CH3:3])[CH3:2] |f:2.3|. Procedure details: To a solution of (2S,4R)-2-(3-chloro-2-fluoro-benzylcarbamoyl)-4-hydroxy-4-morpholin-4-ylmethyl-pyrrolidine-1-carboxylic acid tert-butyl ester (85 mg, 0.18 mmol) in CH2Cl2 (10 mL) under N2 atmosphere at −78° C. was added DAST (47 μL, 0.359 mmol). The reaction mixture was then allowed to reach RT and further stirred for 1.5 h then poured into an aqueous saturated solution of NaHCO3 and extracted twice with CH2Cl2. The combined organic layers were dried (Na2SO4), filtered and concentrated. The cru... Reactants: CO, COCOc1ccc2c3c1OC1C(OCc4ccc(C(=O)OC)cc4)C=CC4C(C2)N(C)CCC341. Product: COCOc1ccc2c3c1OC1C(OCc4ccc(C(=O)OC)cc4)CCC4C(C2)N(C)CCC341. RXN SMILES: [CH3:36][OH:37].[O:1]1[c:2]2[c:3]([O:32][CH2:33][O:34][CH3:35])[cH:4][cH:5][c:6]3[c:15]2[C:14]24[CH:9]([CH:8]([CH2:7]3)[N:18]([CH3:19])[CH2:17][CH2:16]2)[CH:10]=[CH:11][CH:12]([O:20][CH2:21][c:22]2[cH:23][cH:24][c:25]([C:28](=[O:29])[O:30][CH3:31])[cH:26][cH:27]2)[CH:13]14>>[O:1]1[c:2]2[c:3]([O:32][CH2:33][O:34][CH3:35])[cH:4][cH:5][c:6]3[c:15]2[C:14]24[CH:9]([CH:8]([CH2:7]3)[N:18]([CH3:19])[CH2:17][CH2:16]2)[CH2:10][CH2:11][CH:12]([O:20][CH2:21][c:22]2[cH:23][cH:24][c:25]([C:28](=[O:29])[O:30][CH3:31])[cH:26][cH:27]2)[CH:13]14. The reactants are C(C)(=O)N1C(C(C2=CC=C(C=C12)C(=O)OC)=C(C1=CC=CC=C1)OCC)=O (1-acetyl-3-(1-ethoxy-1-phenylmethylene)-6-methoxycarbonyl-2-indolinone), N1(CCOCC1)CC1=CC=C(N)C=C1 (4-(morpholin-4-yl-methyl)-aniline). Yields the product N1(CCOCC1)CC1=CC=C(N\C(\C2=CC=CC=C2)=C\2/C(NC3=CC(=CC=C23)C(=O)OC)=O)C=C1 (3-Z-[1-(4-(morpholin-4-yl-methyl)-anilino)-1-phenyl-methylene]-6-methoxycarbonyl-2-indolinone). Reaction SMILES: C([N:4]1[C:12]2[C:7](=[CH:8][CH:9]=[C:10]([C:13]([O:15][CH3:16])=[O:14])[CH:11]=2)[C:6](=[C:17](OCC)[C:18]2[CH:23]=[CH:22][CH:21]=[CH:20][CH:19]=2)[C:5]1=[O:27])(=O)C.[N:28]1([CH2:34][C:35]2[CH:41]=[CH:40][C:38]([NH2:39])=[CH:37][CH:36]=2)[CH2:33][CH2:32][O:31][CH2:30][CH2:29]1>>[N:28]1([CH2:34][C:35]2[CH:41]=[CH:40][C:38]([NH:39]/[C:17](=[C:6]3\[C:5](=[O:27])[NH:4][C:12]4[C:7]\3=[CH:8][CH:9]=[C:10]([C:13]([O:15][CH3:16])=[O:14])[CH:11]=4)/[C:18]3[CH:23]=[CH:22][CH:21]=[CH:20][CH:19]=3)=[CH:37][CH:36]=2)[CH2:33][CH2:32][O:31][CH2:30][CH2:29]1. Procedure: Prepared from 1-acetyl-3-(1-ethoxy-1-phenylmethylene)-6-methoxycarbonyl-2-indolinone and 4-(morpholin-4-yl-methyl)-aniline Rf value: 0.5 (silica gel, methylene chloride/methanol=10:1) C28H27N3O4